From a dataset of the Open Reaction Database (ORD), a public repository of structured organic reaction records. describe an organic reaction: reactants, conditions, products, and yield The reactants are CN1CCCC1=O, CC(=O)O, COC(=O)Cl, Nc1ccc(C(=O)O)cc1NC(=O)NC(=O)c1ccc(F)cc1Cl, O, c1ccncc1. Yields the product COC(=O)Nc1ccc(C(=O)O)cc1NC(=O)NC(=O)c1ccc(F)cc1Cl. Reaction SMILES: [CH3:37][N:38]1[CH2:39][CH2:40][CH2:41][C:42]1=[O:43].[CH3:44][C:45](=[O:46])[OH:47].[Cl:31][C:32](=[O:33])[O:34][CH3:35].[NH2:1][c:2]1[c:3]([NH:11][C:12](=[O:13])[NH:14][C:15]([c:16]2[c:17]([Cl:23])[cH:18][c:19]([F:22])[cH:20][cH:21]2)=[O:24])[cH:4][c:5]([C:6](=[O:7])[OH:8])[cH:9][cH:10]1.[OH2:36].[cH:25]1[cH:26][cH:27][n:28][cH:29][cH:30]1>>[NH:1]([c:2]1[c:3]([NH:11][C:12](=[O:13])[NH:14][C:15]([c:16]2[c:17]([Cl:23])[cH:18][c:19]([F:22])[cH:20][cH:21]2)=[O:24])[cH:4][c:5]([C:6](=[O:7])[OH:8])[cH:9][cH:10]1)[C:32](=[O:33])[O:34][CH3:35]. Reactants: Cl (HCl), C(C)OC(CC1=CC=C(C=C1)NC(=O)[C@H]1[C@@H]([C@@]2([C@@H](N1)CC(C)(C)C)C(NC1=CC(=CC=C12)Cl)=O)C1=C(C(=CC=C1)Cl)F)=O (rac-(4-{[(2′S,3′R,4′S,5′R)-6-chloro-4′-(3-chloro-2-fluoro-phenyl)-2′-(2,2-dimethyl-propyl)-2-oxo-1,2-dihydro-spiro[indole-3,3′-pyrrolidine]-5′-carbonyl]amino}-phenyl)-acetic acid ethyl ester), LiOH monohydrate. The solvent is C(C)(=O)OCC (ethyl acetate), C1CCOC1 (THF), O (water). Run at time 8 hour. Yields the product ClC1=CC=C2C(=C1)NC([C@@]21[C@@H](N[C@H]([C@@H]1C1=C(C(=CC=C1)Cl)F)C(=O)NC1=CC=C(C=C1)CC(=O)O)CC(C)(C)C)=O (rac-(4-{[(2′S,3′R,4′S,5′R)-6-chloro-4′-(3-chloro-2-fluoro-phenyl)-2′-(2,2-dimethyl-propyl)-2-oxo-1,2-dihydro-spiro[indole-3,3′-pyrrolidine]-5′-carbonyl]amino}-phenyl)-acetic acid). Yield: 94.6%. As a reaction SMILES: C([O:3][C:4](=[O:43])[CH2:5][C:6]1[CH:11]=[CH:10][C:9]([NH:12][C:13]([C@@H:15]2[NH:19][C@@H:18]([CH2:20][C:21]([CH3:24])([CH3:23])[CH3:22])[C@:17]3([C:32]4[C:27](=[CH:28][C:29]([Cl:33])=[CH:30][CH:31]=4)[NH:26][C:25]3=[O:34])[C@H:16]2[C:35]2[CH:40]=[CH:39][CH:38]=[C:37]([Cl:41])[C:36]=2[F:42])=[O:14])=[CH:8][CH:7]=1)C.Cl>C1COCC1.O.C(OCC)(=O)C>[Cl:33][C:29]1[CH:28]=[C:27]2[NH:26][C:25](=[O:34])[C@:17]3([C@@H:16]([C:35]4[CH:40]=[CH:39][CH:38]=[C:37]([Cl:41])[C:36]=4[F:42])[C@H:15]([C:13]([NH:12][C:9]4[CH:10]=[CH:11][C:6]([CH2:5][C:4]([OH:43])=[O:3])=[CH:7][CH:8]=4)=[O:14])[NH:19][C@H:18]3[CH2:20][C:21]([CH3:23])([CH3:22])[CH3:24])[C:32]2=[CH:31][CH:30]=1. Reported procedure: To a solution of rac-(4-{[(2′S,3′R,4′S,5′R)-6-chloro-4′-(3-chloro-2-fluoro-phenyl)-2′-(2,2-dimethyl-propyl)-2-oxo-1,2-dihydro-spiro[indole-3,3′-pyrrolidine]-5′-carbonyl]amino}-phenyl)-acetic acid ethyl ester (52 mg, 0.083 mmol) in THF (3 mL) was added LiOH monohydrate (15 mg, 0.35 mmol) in water (1.5 mL) and the reaction mixture was allowed to stir at rt overnight. The mixture was then treated with 1N HCl to slightly acidic, diluted with ethyl acetate (80 mL), washed with water (2×15 mL), dried ... The product is CC(=O)NCC1CN(c2ccc(N3CCC4(CC3)CSCCCS4)c(F)c2)C(=O)O1. Reaction SMILES: [CH2:27]([CH2:28][CH2:29][SH:30])[SH:31].[O:1]1[CH2:2][C:3]12[CH2:4][CH2:5][N:6]([c:9]1[c:10]([F:26])[cH:11][c:12]([N:15]3[C:16](=[O:25])[O:17][CH:18]([CH2:20][NH:21][C:22]([CH3:23])=[O:24])[CH2:19]3)[cH:13][cH:14]1)[CH2:7][CH2:8]2.[O:32]1[CH2:33][CH2:34][CH2:35][CH2:36]1>>[CH2:2]1[C:3]2([CH2:4][CH2:5][N:6]([c:9]3[c:10]([F:26])[cH:11][c:12]([N:15]4[C:16](=[O:25])[O:17][CH:18]([CH2:20][NH:21][C:22]([CH3:23])=[O:24])[CH2:19]4)[cH:13][cH:14]3)[CH2:7][CH2:8]2)[S:30][CH2:29][CH2:28][CH2:27][S:31]1. The reactants are SCCCS, CC(=O)NCC1CN(c2ccc(N3CCC4(CC3)CO4)c(F)c2)C(=O)O1, C1CCOC1.